describe an organic reaction: reactants, conditions, products, and yield From a dataset of the Open Reaction Database (ORD), a public repository of structured organic reaction records. The reactants are O=Cc1ccc(Br)cc1, O=C(O)CS(=O)(=O)Cc1ccc(Cl)cc1. Product: O=S(=O)(C=Cc1ccc(Br)cc1)Cc1ccc(Cl)cc1. As a reaction SMILES: [Br:16][c:17]1[cH:18][cH:19][c:20]([CH:21]=[O:22])[cH:23][cH:24]1.[Cl:1][c:2]1[cH:3][cH:4][c:5]([CH2:6][S:7](=[O:8])(=[O:9])[CH2:10][C:11]([OH:12])=[O:13])[cH:14][cH:15]1>>[Cl:1][c:2]1[cH:3][cH:4][c:5]([CH2:6][S:7](=[O:8])(=[O:9])[CH:10]=[CH:11][c:20]2[cH:19][cH:18][c:17]([Br:16])[cH:24][cH:23]2)[cH:14][cH:15]1. Reactants: [Si](C1=CC=CC=C1)(C1=CC=CC=C1)(C(C)(C)C)OCC1=CC=C(S1)C=1C=CC(=C(C1)NC(C1=CC=C(C=C1)OC)=O)[N+](=O)[O-] (N-(5-(5-((tert-Butyldiphenylsilyloxy)methyl)thiophen-2-yl)-2-nitrophenyl)-4-methoxybenzamide), solution, [F-].C(CCC)[N+](CCCC)(CCCC)CCCC (tetrabutylammonium fluoride), C1CCOC1 (THF). Run in CCOC(=O)C (AcOEt). Yields the product OCC1=CC=C(S1)C=1C=CC(=C(C1)NC(C1=CC=C(C=C1)OC)=O)[N+](=O)[O-] (N-(5-(5-(Hydroxymethyl)thiophen-2-yl)-2-nitrophenyl)-4-methoxybenzamide). The yield is 193.9%. As a reaction SMILES: [Si]([O:18][CH2:19][C:20]1[S:24][C:23]([C:25]2[CH:26]=[CH:27][C:28]([N+:42]([O-:44])=[O:43])=[C:29]([NH:31][C:32](=[O:41])[C:33]3[CH:38]=[CH:37][C:36]([O:39][CH3:40])=[CH:35][CH:34]=3)[CH:30]=2)=[CH:22][CH:21]=1)(C(C)(C)C)(C1C=CC=CC=1)C1C=CC=CC=1.[F-].C([N+](CCCC)(CCCC)CCCC)CCC.C1COCC1>CCOC(C)=O>[OH:18][CH2:19][C:20]1[S:24][C:23]([C:25]2[CH:26]=[CH:27][C:28]([N+:42]([O-:44])=[O:43])=[C:29]([NH:31][C:32](=[O:41])[C:33]3[CH:38]=[CH:37][C:36]([O:39][CH3:40])=[CH:35][CH:34]=3)[CH:30]=2)=[CH:22][CH:21]=1 |f:1.2|. Procedure: A solution of compound 189 (0.673 g, 1.08 mmol) in a 1M solution of tetrabutylammonium fluoride in THF (1.5 mL, 1.5 mmol) was stirred for 90 min at room temperature. The reaction mixture was diluted with AcOEt, washed with 5% KHSO4, water, dried over MgSO4, filtered and concentrated to give a solid material which was triturated with DCM, to afford title compound 190 (0.805 g, 75% yield). The supernatant was collected, evaporated and the residue was purified by flash column chromatography (eluent... Starting materials: CSc1ncc(C(=O)O)c(C)n1, CN(C)C=O, CC(CCOS(C)(=O)=O)=C(F)F, [Na+], O, O=C([O-])O. The product is CSc1ncc(C(=O)OCCC(C)=C(F)F)c(C)n1. Reaction SMILES: [CH3:18][c:19]1[n:20][c:21]([S:28][CH3:29])[n:22][cH:23][c:24]1[C:25](=[O:26])[OH:27].[CH3:1][N:2]([CH3:3])[CH:4]=[O:5].[CH3:6][S:7](=[O:8])(=[O:9])[O:10][CH2:11][CH2:12][C:13](=[C:14]([F:15])[F:16])[CH3:17].[Na+:30].[OH2:35].[OH:31][C:32](=[O:33])[O-:34]>>[O:10]([CH2:11][CH2:12][C:13](=[C:14]([F:15])[F:16])[CH3:17])[C:25]([c:24]1[c:19]([CH3:18])[n:20][c:21]([S:28][CH3:29])[n:22][cH:23]1)=[O:26]. Reactants: 3,4-anhydrothymidine, CC(C)([O-])C.[K+] (potassium t-butoxide), S(=O)(=O)(C)O[C@H]1C[C@@H](O[C@@H]1COS(=O)(=O)C)N1C(=O)NC(=O)C(C)=C1 (3′,5′-di-O-mesylthymidine), [OH-].[Na+] (sodium hydroxide), O (water). The solvent is CS(=O)C (dimethyl sulfoxide). The product is CC1=CN(C(=O)NC1=O)[C@H]2C=C[C@H](O2)CO (Stavudine). Isolated yield 79.0%. As a reaction SMILES: S(O[C@@H:6]1[C@@H:10]([CH2:11][O:12]S(C)(=O)=O)[O:9][C@@H:8]([N:17]2[CH:25]=[C:23]([CH3:24])[C:21](=[O:22])[NH:20][C:18]2=[O:19])[CH2:7]1)(C)(=O)=O.[OH-].[Na+].O.CC(C)([O-])C.[K+]>CS(C)=O>[CH3:24][C:23]1[C:21](=[O:22])[NH:20][C:18](=[O:19])[N:17]([C@@H:8]2[O:9][C@H:10]([CH2:11][OH:12])[CH:6]=[CH:7]2)[CH:25]=1 |f:1.2,4.5|. Reported procedure: In the above synthesis, 3′,5′-di-O-mesylthymidine is first treated with sodium hydroxide in refluxing water for 2 hours and the resultant 3,4-anhydrothymidine is treated with potassium t-butoxide in dimethyl sulfoxide (DMSO) at room temperature for 2 hrs. The reaction mixture is neutralized, evaporated to dryness and after a series of manipulations which included extraction, declourization, precipitation and recrystallization, gave Stavudine in 79% yield and an overall yield of 56%. Reactants: Brc1nc(CI)cs1, CCOCC, CS(C)=O, N#C[Na], O. Product: N#CCc1csc(Br)n1. RXN SMILES: [Br:1][c:2]1[s:3][cH:4][c:5]([CH2:7][I:8])[n:6]1.[CH2:17]([O:18][CH2:19][CH3:20])[CH3:21].[CH3:12][S:13]([CH3:14])=[O:15].[Na:9][C:10]#[N:11].[OH2:16]>>[Br:1][c:2]1[s:3][cH:4][c:5]([CH2:7][C:10]#[N:11])[n:6]1.